From a dataset of the Open Reaction Database (ORD), a public repository of structured organic reaction records. describe an organic reaction: reactants, conditions, products, and yield The reactants are CS(=O)(=O)Cl, COC(=O)c1ccc(F)cc1N, c1ccncc1. Yields the product COC(=O)c1ccc(F)cc1NS(C)(=O)=O. As a reaction SMILES: [CH3:1][S:2]([Cl:3])(=[O:4])=[O:5].[F:6][c:7]1[cH:8][c:9]([NH2:17])[c:10]([C:11](=[O:12])[O:13][CH3:14])[cH:15][cH:16]1.[cH:18]1[cH:19][cH:20][n:21][cH:22][cH:23]1>>[CH3:1][S:2](=[O:4])(=[O:5])[NH:17][c:9]1[cH:8][c:7]([F:6])[cH:16][cH:15][c:10]1[C:11](=[O:12])[O:13][CH3:14]. The reactants are FC1=C(C(=O)OC)C=C(C=C1)C (methyl 2-fluoro-5-methylbenzoate), C1CC(=O)N(C1=O)Br (NBS), CC(C)(C#N)N=NC(C)(C)C#N (AIBN). The solvent is C(Cl)(Cl)(Cl)Cl (CCl4). The product is BrCC=1C=CC(=C(C(=O)OC)C1)F (methyl 5-bromomethyl-2-fluorobenzoate). As a reaction SMILES: [F:1][C:2]1[CH:11]=[CH:10][C:9]([CH3:12])=[CH:8][C:3]=1[C:4]([O:6][CH3:7])=[O:5].C1C(=O)N([Br:20])C(=O)C1.CC(N=NC(C#N)(C)C)(C#N)C>C(Cl)(Cl)(Cl)Cl>[Br:20][CH2:12][C:9]1[CH:10]=[CH:11][C:2]([F:1])=[C:3]([CH:8]=1)[C:4]([O:6][CH3:7])=[O:5]. Procedure: To a solution of methyl 2-fluoro-5-methylbenzoate (17.16 g, 102.1 mmol) in CCl4(250 mL) is added NBS (18.2 g, 102.1 mmol) and AIBN (0.83 g, 5.1 mmol), and the resulting solution is refluxed for 3 hours. After cooling, the mixture is filtered through celite, evaporated, and chromatographed (silica, 5 to 15% EtOAc/hexane) to yield methyl 5-bromomethyl-2-fluorobenzoate, as a white solid. Starting materials: [O-]C#N.[Na+] (sodium cyanate), CCOCC (ether), Cl.C1(NCCC2=C1NC1=CC=CC=C21)CC(=O)OCC (ethyl 2,3,4,9-tetrahydro-1H-pyrido[3,4-b]indole-1-acetate hydrochloride), CCOCC (ether). Solvent: O (water), O (water), O (water). Conditions: time 8 hour. Product: CN1C(N2C(C=3NC4=CC=CC=C4C3CC2)CC1=O)=O (3-Methyl-1,2,3,4,6,7,12,12b-octahydropyrimido[1',6':1,2]pyrido[3,4-b]indole-2,4-dione). Reaction SMILES: Cl.[CH:2]1([CH2:15][C:16]([O:18]CC)=O)[C:7]2[NH:8][C:9]3[C:14]([C:6]=2[CH2:5][CH2:4][NH:3]1)=[CH:13][CH:12]=[CH:11][CH:10]=3.[O-:21][C:22]#[N:23].[Na+].[CH3:25]COCC>O>[CH3:25][N:23]1[C:16](=[O:18])[CH2:15][CH:2]2[C:7]3[NH:8][C:9]4[C:14]([C:6]=3[CH2:5][CH2:4][N:3]2[C:22]1=[O:21])=[CH:13][CH:12]=[CH:11][CH:10]=4 |f:0.1,2.3|. Procedure: 26 g (0.088 mol) of ethyl 2,3,4,9-tetrahydro-1H-pyrido[3,4-b]indole-1-acetate hydrochloride are dissolved in 1 liter of hot water. The pH should be 4-5. When the temperature of the reaction medium is 50° C., a solution of 8.7 g (0.13 mol) of sodium cyanate in 150 cm3 of water is added. The reaction medium is kept at 50° C., whilst stirring. It is stirred for 4 hours at 50° C. and left to stand overnight at ambient temperature; the supernatant water is drawn off. 200 cm3 of ether are added, the m... Starting materials: [Br-], CNc1nnc(-c2cccnc2)s1, CC(Cl)Cl, [K+], CC(=O)CCC(=O)Cl. The product is CC(=O)CCC(=O)N(C)c1nnc(-c2cccnc2)s1. Reaction SMILES: [Br-:22].[CH3:9][NH:10][c:11]1[s:12][c:13](-[c:16]2[cH:17][n:18][cH:19][cH:20][cH:21]2)[n:14][n:15]1.[Cl:24][CH:25]([Cl:26])[CH3:27].[K+:23].[O:1]=[C:2]([CH2:3][CH2:4][C:5](=[O:6])[Cl:7])[CH3:8]>>[O:1]=[C:2]([CH2:3][CH2:4][C:5](=[O:6])[N:10]([CH3:9])[c:11]1[s:12][c:13](-[c:16]2[cH:17][n:18][cH:19][cH:20][cH:21]2)[n:14][n:15]1)[CH3:8]. Reactants: C(C(C)C)N1C(CC(CC1)=O)C1=C(C=C(C=C1)C(CCCCCC)(C)C)OCC1=CC=CC=C1 (N-isobutyl-2-[2-benzyloxy-4-(1,1-dimethylheptyl)phenyl]-4-piperidone), O.NN (hydrazine hydrate), Cl (hydrochloric acid), solid, [OH-].[K+] (potassium hydroxide). Run in C(CO)O (ethylene glycol), C(C)OCC (ethyl ether). Conditions: temperature 100 celsius. Product: C(C(C)C)N1C(CCCC1)C1=C(C=C(C=C1)C(CCCCCC)(C)C)OCC1=CC=CC=C1 (N-Isobutyl-2-[2-benzyloxy-4-(1,1-dimethylheptyl)phenyl]piperidine). RXN SMILES: [CH2:1]([N:5]1[CH2:10][CH2:9][C:8](=O)[CH2:7][CH:6]1[C:12]1[CH:17]=[CH:16][C:15]([C:18]([CH3:26])([CH3:25])[CH2:19][CH2:20][CH2:21][CH2:22][CH2:23][CH3:24])=[CH:14][C:13]=1[O:27][CH2:28][C:29]1[CH:34]=[CH:33][CH:32]=[CH:31][CH:30]=1)[CH:2]([CH3:4])[CH3:3].O.NN.[OH-].[K+].Cl>C(OCC)C.C(O)CO>[CH2:1]([N:5]1[CH2:10][CH2:9][CH2:8][CH2:7][CH:6]1[C:12]1[CH:17]=[CH:16][C:15]([C:18]([CH3:26])([CH3:25])[CH2:19][CH2:20][CH2:21][CH2:22][CH2:23][CH3:24])=[CH:14][C:13]=1[O:27][CH2:28][C:29]1[CH:30]=[CH:31][CH:32]=[CH:33][CH:34]=1)[CH:2]([CH3:4])[CH3:3] |f:1.2,3.4|. Procedure details: A mixture of 2.32 g (5 mmoles) of N-isobutyl-2-[2-benzyloxy-4-(1,1-dimethylheptyl)phenyl]-4-piperidone, 10.2 ml hydrazine hydrate and 20 ml ethylene glycol is heated at 100° C. for one hour. The mixture is cooled to 60° C, and 4.05 g (72.3 mmoles) solid potassium hydroxide is added. After heating at 200° C. for two hours, the reaction mixture is cooled and added to 500 ml 1N hydrochloric acid and 300 ml ethyl ether. The ether layer is separated, washed with brine, sodium bicarbonate solution, dr...